This data is from the Open Reaction Database (ORD), a public repository of structured organic reaction records. The task is: describe an organic reaction: reactants, conditions, products, and yield Starting materials: [Br-], C[Mg+], [Cl-], CCCc1c(Cc2ccc(-c3ccccc3C#N)cc2F)c(=O)n(C2CCC(OC3COCC3=O)CC2)c2ncnn12, [NH4+], C1CCOC1. Product: CCCc1c(Cc2ccc(-c3ccccc3C#N)cc2F)c(=O)n(C2CCC(OC3COCC3(C)O)CC2)c2ncnn12. RXN SMILES: [Br-:43].[CH3:44][Mg+:45].[Cl-:46].[F:1][c:2]1[cH:3][c:4](-[c:35]2[c:36]([C:41]#[N:42])[cH:37][cH:38][cH:39][cH:40]2)[cH:5][cH:6][c:7]1[CH2:8][c:9]1[c:10](=[O:34])[n:11]([CH:21]2[CH2:22][CH2:23][CH:24]([O:27][CH:28]3[CH2:29][O:30][CH2:31][C:32]3=[O:33])[CH2:25][CH2:26]2)[c:12]2[n:13]([c:14]1[CH2:15][CH2:16][CH3:17])[n:18][cH:19][n:20]2.[NH4+:47].[O:48]1[CH2:49][CH2:50][CH2:51][CH2:52]1>>[F:1][c:2]1[cH:3][c:4](-[c:35]2[c:36]([C:41]#[N:42])[cH:37][cH:38][cH:39][cH:40]2)[cH:5][cH:6][c:7]1[CH2:8][c:9]1[c:10](=[O:34])[n:11]([CH:21]2[CH2:22][CH2:23][CH:24]([O:27][CH:28]3[CH2:29][O:30][CH2:31][C:32]3([OH:33])[CH3:44])[CH2:25][CH2:26]2)[c:12]2[n:13]([c:14]1[CH2:15][CH2:16][CH3:17])[n:18][cH:19][n:20]2. Reactants: C(C)OC(=O)C1OC2=C(C=C3CCN(CC3=C2C(=O)OCC)CCCCCCC(SC2=CC=C(C=C2)C)C2=CC(=C(C=C2)OC)OC)O1 (diethyl-6-[7-(3,4-dimethoxyphenyl)-7-[(4-methylphenyl)thio]heptyl]-5,6,7,8-tetrahydro-1,3-dioxolo [4,5-g]isoquinoline dicarboxylate), [BH4-].[Li+] (lithium borohydride), O1CCCC1 (tetrahydrofuran), O (water). Conditions: time 3 hour. Product: COC=1C=C(C=CC1OC)C(CCCCCCN1CC=2C=C3C(=CC2CC1)OC(O3)(CO)CO)SC3=CC=C(C=C3)C (6-[7-(3,4-Dimethoxyphenyl)-7-[(4-methylphenyl)thio]heptyl]-5,6,7,8-tetrahydro-1,3-dioxolo[4,5-g]isoquinoline-2,2-dimethanol). RXN SMILES: C(O[C:4]([CH:6]1[O:48][C:9]2[CH:10]=[C:11]3[C:16](=[C:17](C(OCC)=O)[C:8]=2[O:7]1)[CH2:15][N:14]([CH2:23][CH2:24][CH2:25][CH2:26][CH2:27][CH2:28][CH:29]([C:38]1[CH:43]=[CH:42][C:41]([O:44][CH3:45])=[C:40]([O:46][CH3:47])[CH:39]=1)[S:30][C:31]1[CH:36]=[CH:35][C:34]([CH3:37])=[CH:33][CH:32]=1)[CH2:13][CH2:12]3)=[O:5])C.[BH4-].[Li+].O.[O:52]1CCC[CH2:53]1>>[CH3:47][O:46][C:40]1[CH:39]=[C:38]([CH:29]([S:30][C:31]2[CH:36]=[CH:35][C:34]([CH3:37])=[CH:33][CH:32]=2)[CH2:28][CH2:27][CH2:26][CH2:25][CH2:24][CH2:23][N:14]2[CH2:13][CH2:12][C:11]3[CH:10]=[C:9]4[O:48][C:6]([CH2:4][OH:5])([CH2:53][OH:52])[O:7][C:8]4=[CH:17][C:16]=3[CH2:15]2)[CH:43]=[CH:42][C:41]=1[O:44][CH3:45] |f:1.2|. Procedure: A mixture of 0.31 g of diethyl-6-[7-(3,4-dimethoxyphenyl)-7-[(4-methylphenyl)thio]heptyl]-5,6,7,8-tetrahydro-1,3-dioxolo [4,5-g]isoquinoline dicarboxylate and 0.045 g of lithium borohydride in 20 mL of tetrahydrofuran is stirred at room temperature for 3 hours, poured into water and the solvent evaporated in vacuo. The resulting mixture is extracted with methylene chloride. The methylene chloride extract is dried, filtered and the filtrate is evaporated in vacuo to yield a yellow oil. This oil i... Reactants: NC1=CC(=C(C(=O)OCC)C=C1C#N)O (ethyl 4-amino-5-cyano-2-hydroxybenzoate), S(=O)(=O)(OC)OC (dimethyl sulfate), C([O-])([O-])=O.[K+].[K+] (potassium carbonate). Solvent: CC(C)=O (2-propanone). The product is NC1=CC(=C(C(=O)OCC)C=C1C#N)OC (ethyl 4-amino-5-cyano-2-methoxybenzoate). Yield: 79.5%. Reaction SMILES: [NH2:1][C:2]1[C:12]([C:13]#[N:14])=[CH:11][C:5]([C:6]([O:8][CH2:9][CH3:10])=[O:7])=[C:4]([OH:15])[CH:3]=1.S(OC)(O[CH3:20])(=O)=O.C(=O)([O-])[O-].[K+].[K+]>CC(=O)C>[NH2:1][C:2]1[C:12]([C:13]#[N:14])=[CH:11][C:5]([C:6]([O:8][CH2:9][CH3:10])=[O:7])=[C:4]([O:15][CH3:20])[CH:3]=1 |f:2.3.4|. Procedure details: To a stirred solution of 4.1 parts of ethyl 4-amino-5-cyano-2-hydroxybenzoate in 40 parts of 2-propanone were added successively 2.52 parts of dimethyl sulfate and 4.1 parts of potassium carbonate. The whole was stirred and refluxed for 3 hours. The reaction mixture was filtered while hot and the filter-cake was washed with 2-propanone. The filtrate was evaporated and the solid residue was crystallized from 24 parts of 2-propanol, yielding 3.5 parts (79.5%) of ethyl 4-amino-5-cyano-2-methoxybenz... Starting materials: CN(C1=CC=C(C=C1)N(C(C1=C(C=CC=C1)[N+](=O)[O-])=O)C\C=C(/C)\CCC=C(C)C)C (N-(4-dimethylaminophenyl)-N-geranyl-2-nitrobenzamide), Cl (HCl). Reagents/catalysts: [Fe] (iron). Run in C(C)O (ethanol). Yields the product CN(C1=CC=C(C=C1)N(C(C1=C(C=CC=C1)N)=O)C\C=C(/C)\CCC=C(C)C)C (N-(4-dimethylaminophenyl)-N-geranyl-2-aminobenzamide). The yield is 56.0%. As a reaction SMILES: [CH3:1][N:2]([CH3:31])[C:3]1[CH:8]=[CH:7][C:6]([N:9]([CH2:21]/[CH:22]=[C:23](/[CH2:25][CH2:26][CH:27]=[C:28]([CH3:30])[CH3:29])\[CH3:24])[C:10](=[O:20])[C:11]2[CH:16]=[CH:15][CH:14]=[CH:13][C:12]=2[N+:17]([O-])=O)=[CH:5][CH:4]=1.Cl>C(O)C.[Fe]>[CH3:1][N:2]([CH3:31])[C:3]1[CH:4]=[CH:5][C:6]([N:9]([CH2:21]/[CH:22]=[C:23](/[CH2:25][CH2:26][CH:27]=[C:28]([CH3:30])[CH3:29])\[CH3:24])[C:10](=[O:20])[C:11]2[CH:16]=[CH:15][CH:14]=[CH:13][C:12]=2[NH2:17])=[CH:7][CH:8]=1. Reported procedure: N-(4-dimethylaminophenyl)-N-geranyl-2-nitrobenzamide (2.5 g) was dissolved in ethanol (35 ml), to the solution was added 1N-aqueous HCl (6.5 ml) and iron powder (1.3 g), and the mixture was stirred under heat for 2 hrs. After filtering the insolubles, distilling off the solvent, and neutralizing with 10% sodium hydroxide solution, the mixture was extracted with ethyl acetate, washed with water and saturated saline and dried over anhydrous MgSO4. The solvent was distilled off. The residue was pur... The reactants are C(C)(C)(C)P(C1=C(C(=CC=C1OC)OC)C1=C(C=C(C=C1C(C)C)C(C)C)C(C)C)C(C)(C)C (di-tert-butyl(2′,4′,6′-triisopropyl-3,6-dimethoxybiphenyl-2-yl)phosphine), [O-]P(=O)([O-])[O-].[K+].[K+].[K+] (potassium phosphate tribasic), CS(=O)(=O)OC1=CC2=CC=C(C=C2C=C1)C1=C(C(=CC(=C1)N1C(NC(C=C1)=O)=O)C(C)(C)C)OC (6-(3-tert-Butyl-5-(2,4-dioxo-3,4-dihydropyrimidin-1(2H)-yl)-2-methoxyphenyl)naphthalen-2-yl methanesulfonate), CS(=O)(=O)N (methanesulfonamide), C(C)(C)(CC)O (tert-amyl alcohol), C(C)(C)(CC)O (tert-Amyl alcohol). Reagents/catalysts: C=1C=CC(=CC1)/C=C/C(=O)/C=C/C2=CC=CC=C2.C=1C=CC(=CC1)/C=C/C(=O)/C=C/C2=CC=CC=C2.C=1C=CC(=CC1)/C=C/C(=O)/C=C/C2=CC=CC=C2.[Pd].[Pd] (Tris(dibenzylideneacetone)dipalladium(0)). Run at temperature 80 celsius, time 30 minute. The product is C(C)(C)(C)C=1C(=C(C=C(C1)N1C(NC(C=C1)=O)=O)C=1C=C2C=CC(=CC2=CC1)NS(=O)(=O)C)OC (N-(6-(3-tert-butyl-5-(2,4-dioxo-3,4-dihydropyrimidin-1(2H)-yl)-2-methoxyphenyl)naphthalen-2-yl)methanesulfonamide). RXN SMILES: C(P(C(C)(C)C)C1C(OC)=CC=C(OC)C=1C1C(C(C)C)=CC(C(C)C)=CC=1C(C)C)(C)(C)C.[O-]P([O-])([O-])=O.[K+].[K+].[K+].C(O)(CC)(C)C.CS(O[C:54]1[CH:63]=[CH:62][C:61]2[C:56](=[CH:57][CH:58]=[C:59]([C:64]3[CH:69]=[C:68]([N:70]4[CH:75]=[CH:74][C:73](=[O:76])[NH:72][C:71]4=[O:77])[CH:67]=[C:66]([C:78]([CH3:81])([CH3:80])[CH3:79])[C:65]=3[O:82][CH3:83])[CH:60]=2)[CH:55]=1)(=O)=O.[CH3:84][S:85]([NH2:88])(=[O:87])=[O:86]>C1C=CC(/C=C/C(/C=C/C2C=CC=CC=2)=O)=CC=1.C1C=CC(/C=C/C(/C=C/C2C=CC=CC=2)=O)=CC=1.C1C=CC(/C=C/C(/C=C/C2C=CC=CC=2)=O)=CC=1.[Pd].[Pd]>[C:78]([C:66]1[C:65]([O:82][CH3:83])=[C:64]([C:59]2[CH:60]=[C:61]3[C:56](=[CH:57][CH:58]=2)[CH:55]=[C:54]([NH:88][S:85]([CH3:84])(=[O:87])=[O:86])[CH:63]=[CH:62]3)[CH:69]=[C:68]([N:70]2[CH:75]=[CH:74][C:73](=[O:76])[NH:72][C:71]2=[O:77])[CH:67]=1)([CH3:81])([CH3:80])[CH3:79] |f:1.2.3.4,8.9.10.11.12|. Reported procedure: Tris(dibenzylideneacetone)dipalladium(0) (0.0037 g, 4.04 μmol), di-tert-butyl(2′,4′,6′-triisopropyl-3,6-dimethoxybiphenyl-2-yl)phosphine (0.0047 g, 9.7 μmol) and milled potassium phosphate tribasic (0.094 g, 0.445 mmol) were charged to a 40-mL reaction vial inside an inert atmosphere glove box. tert-Amyl alcohol (1.0 mL) was added, the contents were heated to 80° C. and stirred at this temperature for 30 minutes. The reaction mixture was cooled down to room temperature. 6-(3-tert-Butyl-5-(2,4-di... Procedure details: 210 g (0.6 mol) of ethyl 3-(2-ethoxycarbonylethyl)-amino-4-(2-methoxyphenyl)-2-methylbutanoate 14 are dissolved in 3 1 toluene and first about 100 mL of a solvent/water mixture are entrained. The mixture is cooled to about 70° C., combined with 80 g (0.7 mol) of potassium tert-butoxide and heated for 30 minutes to 105° C., while the ethanol formed is distilled off. Then the mixture is left to cool and the solvent is eliminated in vacuo. The residue is combined with 400 mL of ethanol and 200 mL o... Reactants: C(C)OC(=O)CCNC(C(C(=O)OCC)C)CC1=C(C=CC=C1)OC (Ethyl 3-(2-ethoxycarbonylethyl)amino-4-(2-methoxyphenyl)-2-methylbutanoate), CC(C)([O-])C.[K+] (potassium tert-butoxide), C(C)O (ethanol). Run at temperature 70 celsius. Solvent: C1(=CC=CC=C1)C (toluene), solvent, O (water). Product: COC1=C(C=CC=C1)CC1NCCC(C1C)=O (2-(2-methoxyphenyl)methyl-3-methyl-4-piperidone). As a reaction SMILES: C(OC([CH2:6][CH2:7][NH:8][CH:9]([CH2:17][C:18]1[CH:23]=[CH:22][CH:21]=[CH:20][C:19]=1[O:24][CH3:25])[CH:10]([CH3:16])[C:11]([O:13]CC)=O)=O)C.CC(C)([O-])C.[K+].C(O)C>C1(C)C=CC=CC=1.O>[CH3:25][O:24][C:19]1[CH:20]=[CH:21][CH:22]=[CH:23][C:18]=1[CH2:17][CH:9]1[CH:10]([CH3:16])[C:11](=[O:13])[CH2:6][CH2:7][NH:8]1 |f:1.2|. Starting materials: FC(C(=O)O)(F)F.NC1=NC=NC(=C1C(=O)N)N1CCC(CC1)C=1N(C=C(N1)C1=CC(=C(C=C1)F)C(F)(F)F)CC1CNC1 (4-amino-6-{4-[1-azetidin-3-ylmethyl-4-(4-fluoro-3-trifluoromethyl-phenyl)-1H-imidazol-2-yl]-piperidin-1-yl}-pyrimidine-5-carboxylic acid amide trifluoroacetate), C(=O)O (formic acid), C=O (formaldehyde). The solvent is C(C)O (ethanol). Conditions: temperature 65 celsius, time 3 hour. Yields the product NC1=NC=NC(=C1C(=O)N)N1CCC(CC1)C=1N(C=C(N1)C1=CC(=C(C=C1)F)C(F)(F)F)CC1CN(C1)C (4-amino-6-(4-(4-(4-fluoro-3-(trifluoromethyl)phenyl)-1-((1-methylazetidin-3-yl)methyl)-1H-imidazol-2-yl)piperidin-1-yl)pyrimidine-5-carboxamide). RXN SMILES: F[C:2](F)(F)C(O)=O.[NH2:8][C:9]1[C:14]([C:15]([NH2:17])=[O:16])=[C:13]([N:18]2[CH2:23][CH2:22][CH:21]([C:24]3[N:25]([CH2:40][CH:41]4[CH2:44][NH:43][CH2:42]4)[CH:26]=[C:27]([C:29]4[CH:34]=[CH:33][C:32]([F:35])=[C:31]([C:36]([F:39])([F:38])[F:37])[CH:30]=4)[N:28]=3)[CH2:20][CH2:19]2)[N:12]=[CH:11][N:10]=1.C(O)=O.C=O>C(O)C>[NH2:8][C:9]1[C:14]([C:15]([NH2:17])=[O:16])=[C:13]([N:18]2[CH2:23][CH2:22][CH:21]([C:24]3[N:25]([CH2:40][CH:41]4[CH2:44][N:43]([CH3:2])[CH2:42]4)[CH:26]=[C:27]([C:29]4[CH:34]=[CH:33][C:32]([F:35])=[C:31]([C:36]([F:37])([F:39])[F:38])[CH:30]=4)[N:28]=3)[CH2:20][CH2:19]2)[N:12]=[CH:11][N:10]=1 |f:0.1|. Reported procedure: To a solution of 4-amino-6-{4-[1-azetidin-3-ylmethyl-4-(4-fluoro-3-trifluoromethyl-phenyl)-1H-imidazol-2-yl]-piperidin-1-yl}-pyrimidine-5-carboxylic acid amide trifluoroacetate (2) (25.00 mg; 0.03 mmol; 1.00 eq.) in ethanol 1 ml added formic acid (0.00 1 ml; 0.08 mmol; 2.50 eq.) and formaldehyde (0.001 ml; 0.04 mmol; 1.20 eq.), stirred at 65° C. for 3 hr. lc-ms showed clean desired peak. Removed off solvent, purified by HPLC, collected title compound 14.8 mg. LC-MS (M+1=533, obsd.=533).